From a dataset of the Open Reaction Database (ORD), a public repository of structured organic reaction records. describe an organic reaction: reactants, conditions, products, and yield Starting materials: COC([C@@H](N)CC1=CNC2=CC=C(C=C12)[N+](=O)[O-])=O (5-nitrotryptophan methyl ester), O.O.[Sn](Cl)Cl (tin dichloride dihydrate). The solvent is O (water), C(=O)(O)[O-].[Na+] (NaHCO3), CCOC(=O)C (EtOAc), CN(C)C=O (DMF), O (Water). Run at temperature 60 celsius, time 8 hour. Yields the product COC([C@@H](N)CC1=CNC2=CC=C(C=C12)N)=O (5-aminotryptophan methyl ester). Yield: 148.9%. RXN SMILES: [CH3:1][O:2][C:3](=[O:19])[C@H:4]([CH2:6][C:7]1[C:15]2[C:10](=[CH:11][CH:12]=[C:13]([N+:16]([O-])=O)[CH:14]=2)[NH:9][CH:8]=1)[NH2:5].O.O.[Sn](Cl)Cl>CN(C=O)C.O.C([O-])(O)=O.[Na+].CCOC(C)=O>[CH3:1][O:2][C:3](=[O:19])[C@H:4]([CH2:6][C:7]1[C:15]2[C:10](=[CH:11][CH:12]=[C:13]([NH2:16])[CH:14]=2)[NH:9][CH:8]=1)[NH2:5] |f:1.2.3,6.7|. Reported procedure: The 5-nitrotryptophan methyl ester intermediate of example 47 (0.400 g, 0.72 mmol) was dissolved in DMF (3 mL). Water (0.1 mL) and tin dichloride dihydrate (0.812 g, 3.6 mmol) were added and the mixture heated at 60° C. for 3 h and stirred overnight at room temperature. The reaction mixture was diluted with water (50 mL), saturated aqueous NaHCO3 (20 mL) and EtOAc (50 mL). The mixture was vigorously stirred for 5 min and filtered to remove solids (wash cake with 50 mL of EtOAc). The organic laye...